This data is from the Open Reaction Database (ORD), a public repository of structured organic reaction records. The task is: describe an organic reaction: reactants, conditions, products, and yield Starting materials: C1CCOC1, CC(C)(C)[O-], CS(C)=O, Oc1ccc(Cl)c(Cl)c1, CSc1cc(C#N)c(Cl)cn1, [K+]. Product: CSc1cc(C#N)c(Oc2ccc(Cl)c(Cl)c2)cn1. As a reaction SMILES: [CH2:27]1[O:28][CH2:29][CH2:30][CH2:31]1.[CH3:21][C:22]([CH3:23])([O-:24])[CH3:25].[CH3:32][S:33]([CH3:34])=[O:35].[Cl:12][c:13]1[cH:14][c:15]([OH:20])[cH:16][cH:17][c:18]1[Cl:19].[Cl:1][c:2]1[c:3]([C:10]#[N:11])[cH:4][c:5]([S:8][CH3:9])[n:6][cH:7]1.[K+:26]>>[c:2]1([O:20][c:15]2[cH:14][c:13]([Cl:12])[c:18]([Cl:19])[cH:17][cH:16]2)[c:3]([C:10]#[N:11])[cH:4][c:5]([S:8][CH3:9])[n:6][cH:7]1.